From a dataset of the Open Reaction Database (ORD), a public repository of structured organic reaction records. describe an organic reaction: reactants, conditions, products, and yield The reactants are NC1=C(C=CC=C1)C=1NC2=CC=CC=C2C1 (2-(2-aminophenyl) indole), COC1=C(C=CC=C1)CC(=O)O (2-methoxyphenylacetic acid). The product is N1C(=CC2=CC=CC=C12)C1=C(C=CC=C1)NC(CC1=C(C=CC=C1)OC)=O (N-[2-(1H-Indol-2-yl)-phenyl]-2-(2-methoxy-phenyl)-acetamide). Yield: 53.0%. As a reaction SMILES: [NH2:1][C:2]1[CH:7]=[CH:6][CH:5]=[CH:4][C:3]=1[C:8]1[NH:9][C:10]2[C:15]([CH:16]=1)=[CH:14][CH:13]=[CH:12][CH:11]=2.[CH3:17][O:18][C:19]1[CH:24]=[CH:23][CH:22]=[CH:21][C:20]=1[CH2:25][C:26](O)=[O:27]>>[NH:9]1[C:10]2[C:15](=[CH:14][CH:13]=[CH:12][CH:11]=2)[CH:16]=[C:8]1[C:3]1[CH:4]=[CH:5][CH:6]=[CH:7][C:2]=1[NH:1][C:26](=[O:27])[CH2:25][C:20]1[CH:21]=[CH:22][CH:23]=[CH:24][C:19]=1[O:18][CH3:17]. Procedure details: Prepared from 2-(2-aminophenyl) indole and 2-methoxyphenylacetic acid in 53% yield following procedure 1. The product was crystallized from acetonitrile. 100% Purity by LC/MS (230 DAD), Mass-spec [M+H+]=357, 1H NMR (MeOH-d4): 3.45 s (3H, OMe), 3.67 s (2H), 6.17 s (1H), 6.75 d, 8 Hz (1H), 6.83 t, 8 Hz (1H), 7.06 t, 8 Hz (1H), 7.14 t, 8 Hz (1H), 7.17–7.21 m (3H), 7.23–7.36 m (2H), 7.49 t, 8 Hz (2H), 8.13 d, 8 Hz (1H). Starting materials: C1CCOC1, CC(=O)C(C)(C)C, C[Si](C)(C)[N-][Si](C)(C)C, NC1C2CC3CC(C2)CC1C3, [Cl-], Cl, [Li+], O=C=NC1C2CC3CC(C2)CC1C3, [NH4+]. The product is CC(C)(C)C(=O)CC(=O)NC1C2CC3CC(C2)CC1C3. As a reaction SMILES: [CH2:45]1[O:46][CH2:47][CH2:48][CH2:49]1.[CH3:11][C:12]([C:13]([CH3:14])=[O:15])([CH3:16])[CH3:17].[CH3:1][Si:2]([N-:3][Si:4]([CH3:5])([CH3:6])[CH3:7])([CH3:8])[CH3:9].[CH:32]12[CH2:33][CH:34]3[CH2:35][CH:36]([CH2:37][CH:38]([CH2:39]3)[CH:40]1[NH2:41])[CH2:42]2.[Cl-:43].[ClH:31].[Li+:10].[N:18](=[C:19]=[O:20])[CH:21]1[CH:22]2[CH2:23][CH:24]3[CH2:25][CH:26]([CH2:27][CH:28]1[CH2:29]3)[CH2:30]2.[NH4+:44]>>[CH3:11][C:12]([C:13]([CH2:14][C:19]([NH:18][CH:21]1[CH:22]2[CH2:23][CH:24]3[CH2:25][CH:26]([CH2:27][CH:28]1[CH2:29]3)[CH2:30]2)=[O:20])=[O:15])([CH3:16])[CH3:17]. Starting materials: CC(CCOC(CCC(=O)O)=O)CCC=C(C)C (succinic acid mono-(3,7-dimethyl-oct-6-enyl) ester), N1=CC=CC=C1 (pyridine), S(=O)(Cl)Cl (thionyl chloride). The solvent is CCOCC (ether), CCOCC (ether). Conditions: time 8 hour. Yields the product CC(CCOC(CCC(=O)Cl)=O)CCC=C(C)C (3-Chlorocarbonyl-propionic acid 3,7-dimethyl-oct-6-enylester). The yield is 82.8%. Reaction SMILES: [CH3:1][CH:2]([CH2:13][CH2:14][CH:15]=[C:16]([CH3:18])[CH3:17])[CH2:3][CH2:4][O:5][C:6](=[O:12])[CH2:7][CH2:8][C:9](O)=[O:10].N1C=CC=CC=1.S(Cl)([Cl:27])=O>CCOCC>[CH3:1][CH:2]([CH2:13][CH2:14][CH:15]=[C:16]([CH3:18])[CH3:17])[CH2:3][CH2:4][O:5][C:6](=[O:12])[CH2:7][CH2:8][C:9]([Cl:27])=[O:10]. Procedure details: A solution of 35.5 g succinic acid mono-(3,7-dimethyl-oct-6-enyl) ester and 12.3 g pyridine in 200 ml of ether was cooled in an ice bath. Then a solution of 18.0 g thionyl chloride in 100 ml of ether was added dropwise at 5-10° C. during 90 min. The resulting solution was stirred overnight at room temperature, then it was filtered and evaporated to dryness. The residue was not further purified to yield 31.5 g of a yellow liquid. The reactants are CCOC(=O)Cl, Cc1nc2cccc(N)c2c(=O)n1C1CCC(=O)NC1=O, C1CCOC1. The product is CCOC(=O)Nc1cccc2nc(C)n(C3CCC(=O)NC3=O)c(=O)c12. As a reaction SMILES: [Cl:22][C:23](=[O:24])[O:25][CH2:26][CH3:27].[NH2:1][c:2]1[c:3]2[c:4](=[O:21])[n:5]([CH:13]3[C:14](=[O:20])[NH:15][C:16](=[O:19])[CH2:17][CH2:18]3)[c:6]([CH3:12])[n:7][c:8]2[cH:9][cH:10][cH:11]1.[O:28]1[CH2:29][CH2:30][CH2:31][CH2:32]1>>[NH:1]([c:2]1[c:3]2[c:4](=[O:21])[n:5]([CH:13]3[C:14](=[O:20])[NH:15][C:16](=[O:19])[CH2:17][CH2:18]3)[c:6]([CH3:12])[n:7][c:8]2[cH:9][cH:10][cH:11]1)[C:23](=[O:24])[O:25][CH2:26][CH3:27]. Starting materials: CCCCC(=O)C(Br)=C(C)C, COc1cccc(OC)c1-c1ccccc1P(C1CCCCC1)C1CCCCC1, [K+], [K+], [K+], O=P([O-])([O-])[O-], OB(O)c1ccsc1. Product: CCCCC(=O)C(=C(C)C)c1ccsc1. Reaction SMILES: [Br:1][C:2](=[C:3]([CH3:4])[CH3:5])[C:6]([CH2:7][CH2:8][CH2:9][CH3:10])=[O:11].[CH:20]1([P:21]([CH:22]2[CH2:23][CH2:24][CH2:25][CH2:26][CH2:27]2)[c:28]2[cH:29][cH:30][cH:31][cH:32][c:33]2-[c:34]2[c:35]([O:36][CH3:37])[cH:38][cH:39][cH:40][c:41]2[O:42][CH3:43])[CH2:44][CH2:45][CH2:46][CH2:47][CH2:48]1.[K+:54].[K+:55].[K+:56].[P:49]([O-:50])([O-:51])([O-:52])=[O:53].[s:12]1[cH:13][c:14]([B:17]([OH:18])[OH:19])[cH:15][cH:16]1>>[C:2](=[C:3]([CH3:4])[CH3:5])([C:6]([CH2:7][CH2:8][CH2:9][CH3:10])=[O:11])[c:14]1[cH:13][s:12][cH:16][cH:15]1. The reactants are O=C([O-])[O-], CCOC(C)=O, O=S(=O)(Nc1nc2ccccn2c1Cl)c1ccc(N2CCOCC2)nc1, Fc1ccc(CBr)cc1C(F)(F)F, [Na+], [Na+], CN(C)C=O. Product: O=S(=O)(c1ccc(N2CCOCC2)nc1)N(Cc1ccc(F)c(C(F)(F)F)c1)c1nc2ccccn2c1Cl. As a reaction SMILES: [C:27](=[O:28])([O-:29])[O-:30].[CH3:51][CH2:52][O:53][C:54](=[O:55])[CH3:56].[Cl:1][c:2]1[c:3]([NH:11][S:12](=[O:13])(=[O:14])[c:15]2[cH:16][n:17][c:18]([N:21]3[CH2:22][CH2:23][O:24][CH2:25][CH2:26]3)[cH:19][cH:20]2)[n:4][c:5]2[n:6]1[cH:7][cH:8][cH:9][cH:10]2.[F:33][c:34]1[c:35]([C:42]([F:43])([F:44])[F:45])[cH:36][c:37]([CH2:38][Br:39])[cH:40][cH:41]1.[Na+:31].[Na+:32].[O:46]=[CH:47][N:48]([CH3:49])[CH3:50]>>[Cl:1][c:2]1[c:3]([N:11]([S:12](=[O:13])(=[O:14])[c:15]2[cH:16][n:17][c:18]([N:21]3[CH2:22][CH2:23][O:24][CH2:25][CH2:26]3)[cH:19][cH:20]2)[CH2:38][c:37]2[cH:36][c:35]([C:42]([F:43])([F:44])[F:45])[c:34]([F:33])[cH:41][cH:40]2)[n:4][c:5]2[n:6]1[cH:7][cH:8][cH:9][cH:10]2. The reactants are COC(=O)C1Oc2ccccc2Cc2ccc(OC)cc2O1, [Na+], C1CCOC1, [OH-], O. Product: COc1ccc2c(c1)OC(C(=O)O)Oc1ccccc1C2. As a reaction SMILES: [CH3:1][O:2][C:3](=[O:4])[CH:5]1[O:6][c:7]2[c:8]([cH:19][cH:20][cH:21][cH:22]2)[CH2:9][c:10]2[c:11]([cH:13][c:14]([O:17][CH3:18])[cH:15][cH:16]2)[O:12]1.[Na+:24].[O:25]1[CH2:26][CH2:27][CH2:28][CH2:29]1.[OH-:23].[OH2:30]>>[O:2]=[C:3]([OH:4])[CH:5]1[O:6][c:7]2[c:8]([cH:19][cH:20][cH:21][cH:22]2)[CH2:9][c:10]2[c:11]([cH:13][c:14]([O:17][CH3:18])[cH:15][cH:16]2)[O:12]1.